Dataset: the Open Reaction Database (ORD), a public repository of structured organic reaction records. Task: describe an organic reaction: reactants, conditions, products, and yield Reactants: CC([C@H]1CC[C@H]2[C@@H]3CC[C@@H]4CC(CC[C@]4(C)[C@H]3CC[C@]12C)=O)=O (5β-pregnan-3,20-dione), crude product, C(Cl)Cl (CH2Cl2), C(#C)C1=NC=CC=C1 (2-ethynylpyridine), [Li]CCCC (n-BuLi). Solvent: C1CCOC1 (THF), C1CCOC1 (THF). Reaction conditions: temperature -78 celsius, time 0.5 hour. The product is N1=C(C=CC=C1)C#C[C@@]1(C[C@H]2CC[C@H]3[C@@H]4CC[C@H](C(C)=O)[C@]4(CC[C@@H]3[C@]2(CC1)C)C)O (3β-(2-pyridyl)ethynyl-3α-hydroxy-5β-pregnan-20-one). Reaction SMILES: [C:1]([C:3]1[CH:8]=[CH:7][CH:6]=[CH:5][N:4]=1)#[CH:2].[Li]CCCC.[CH3:14][C:15](=[O:36])[C@@H:16]1[C@:33]2([CH3:34])[C@H:19]([C@H:20]3[C@H:30]([CH2:31][CH2:32]2)[C@:28]2([CH3:29])[C@@H:23]([CH2:24][C:25](=[O:35])[CH2:26][CH2:27]2)[CH2:22][CH2:21]3)[CH2:18][CH2:17]1.C(Cl)Cl>C1COCC1>[N:4]1[CH:5]=[CH:6][CH:7]=[CH:8][C:3]=1[C:1]#[C:2][C@@:25]1([OH:35])[CH2:26][CH2:27][C@@:28]2([CH3:29])[C@H:23]([CH2:22][CH2:21][C@@H:20]3[C@@H:30]2[CH2:31][CH2:32][C@@:33]2([CH3:34])[C@H:19]3[CH2:18][CH2:17][C@@H:16]2[C:15](=[O:36])[CH3:14])[CH2:24]1. Reported procedure: A solution of 2-ethynylpyridine (270 mg, 2.6 mmol) in dry THF (15 mL) was treated with a n-BuLi (2.5 M in THF, 2.5 mmol, 1 mL) at −60° C. After stirring the mixture at −78° C. for 0.5 hr, a solution of 5β-pregnan-3,20-dione, cyclic 20-(1,2-ethanediyl acetal)170 mg, 047 mmol) in THF (15 mL) was added and the mixture was stirred at −78° C. for 1 hr. The cooling bath was removed and the mixture was quenched with NH4Cl solution (3 mL). The solvent was removed and the residue was then dissolved in ac... The reactants are CCO, CO, COc1ccnc(CCl)c1, Cl, Cl, NCCS, [Na]. Product: Cl, Cl, COc1ccnc(CSCCN)c1. As a reaction SMILES: [CH3:18][CH2:19][OH:20].[CH3:21][OH:22].[Cl:8][CH2:9][c:10]1[n:11][cH:12][cH:13][c:14]([O:16][CH3:17])[cH:15]1.[ClH:1].[ClH:7].[NH2:2][CH2:3][CH2:4][SH:5].[Na:6]>>[ClH:1].[ClH:8].[NH2:2][CH2:3][CH2:4][S:5][CH2:9][c:10]1[n:11][cH:12][cH:13][c:14]([O:16][CH3:17])[cH:15]1. The reactants are C(C)OP(OCC)(=O)C(P(OCC)(OCC)=O)NC1=NC=C(C=C1)[N+](=O)[O-] ([(5-Nitro-2-pyridinyl)aminomethylene]bis[phosphonic acid] tetraethyl ester). The reagents and catalysts are [Pd] (palladium on charcoal). Solvent: C(C)O (ethanol). Product: C(C)OP(OCC)(=O)C(P(OCC)(OCC)=O)NC1=NC=C(C=C1)N ([(5-Amino-2-pyridinyl)aminomethylene]-bis[phosphonic acid] tetraethyl ester). RXN SMILES: [CH2:1]([O:3][P:4]([CH:9]([NH:18][C:19]1[CH:24]=[CH:23][C:22]([N+:25]([O-])=O)=[CH:21][N:20]=1)[P:10](=[O:17])([O:14][CH2:15][CH3:16])[O:11][CH2:12][CH3:13])(=[O:8])[O:5][CH2:6][CH3:7])[CH3:2]>[Pd].C(O)C>[CH2:12]([O:11][P:10]([CH:9]([NH:18][C:19]1[CH:24]=[CH:23][C:22]([NH2:25])=[CH:21][N:20]=1)[P:4](=[O:8])([O:3][CH2:1][CH3:2])[O:5][CH2:6][CH3:7])(=[O:17])[O:14][CH2:15][CH3:16])[CH3:13]. Procedure details: [(5-Nitro-2-pyridinyl)aminomethylene]bis[phosphonic acid] tetraethyl ester (5.29 9, 12.4 mmol), absolute ethanol (100 ml) and 10% palladium on charcoal (1.3 g) are placed in a 500 ml Parr hydrogenation flask and hydrogenated for 4 hours at 40 psi. The reaction mixture is filtered through celite then concentrated under reduced pressure. The resultant solid is carried on without further purification. Reactants: [OH-].[Na+] (NaOH), FC1=CC=C(C=C1)N1C=CC2=CC(=CC=C12)OCCCCNC ({4-[1-(4-Fluoro-phenyl)-1H-indol-5-yloxy]-butyl}-methylamine), C1(CCCCC1)P(C1CCCCC1)C1=C(C=CC=C1)C1=CC=CC=C1 ((dicyclohexylphosphino)-biphenyl), CC(C)([O-])C.[Na+] (sodium tert-butoxide), Cl.BrC1=CC=NC=C1 (4-bromopyridine hydrochloride). The reagents and catalysts are CC(=O)[O-].CC(=O)[O-].[Pd+2] (Pd(OAc)2). Solvent: C1(=CC=CC=C1)C (toluene). Run at temperature 120 celsius, time 16 hour. The product is FC1=CC=C(C=C1)N1C=CC2=CC(=CC=C12)OCCCCN(C1=CC=NC=C1)C ({4-[1-(4-Fluoro-phenyl)-1H-indol-5-yloxy]-butyl}-methyl-pyridin-4-yl-amine). Isolated yield 84.6%. As a reaction SMILES: [F:1][C:2]1[CH:7]=[CH:6][C:5]([N:8]2[C:16]3[C:11](=[CH:12][C:13]([O:17][CH2:18][CH2:19][CH2:20][CH2:21][NH:22][CH3:23])=[CH:14][CH:15]=3)[CH:10]=[CH:9]2)=[CH:4][CH:3]=1.C1(P(C2C=CC=CC=2C2C=CC=CC=2)C2CCCCC2)CCCCC1.CC(C)([O-])C.[Na+].Cl.Br[C:57]1[CH:62]=[CH:61][N:60]=[CH:59][CH:58]=1.[OH-].[Na+]>C1(C)C=CC=CC=1.CC([O-])=O.CC([O-])=O.[Pd+2]>[F:1][C:2]1[CH:3]=[CH:4][C:5]([N:8]2[C:16]3[C:11](=[CH:12][C:13]([O:17][CH2:18][CH2:19][CH2:20][CH2:21][N:22]([CH3:23])[C:57]4[CH:62]=[CH:61][N:60]=[CH:59][CH:58]=4)=[CH:14][CH:15]=3)[CH:10]=[CH:9]2)=[CH:6][CH:7]=1 |f:2.3,4.5,6.7,9.10.11|. Reported procedure: A mixture of 30 mg (0.091 mmol) {4-[1-(4-Fluoro-phenyl)-1H-indol-5-yloxy]-butyl}-methylamine, 2 mg (0.009 mmol) Pd(OAc)2, 7 mg (0.02 mmol) (dicyclohexylphosphino)-biphenyl, 44 mg (0.46 mmol) sodium tert-butoxide, and 20 mg (0.1 mmol) 4-bromopyridine hydrochloride in 1 ml of degassed toluene was stirred in a pressure tube at 120° C. during 16 hours. After cooling to room temperature the mixture was treated with 0.5M aqueous NaOH and extracted three times with Et2O. Drying of the combined organic ...